Dataset: the Open Reaction Database (ORD), a public repository of structured organic reaction records. Task: describe an organic reaction: reactants, conditions, products, and yield Reactants: NC1=NC=C(C=C1)Br (2-amino-5-bromopyridine), CCN(C(C)C)C(C)C (DIPEA), C(C=C)(=O)OC(C)(C)C (tert-butyl acrylate), C1(=C(C=CC=C1)P(C1=C(C=CC=C1)C)C1=C(C=CC=C1)C)C (tri(o-tolyl)phosphine). The reagents and catalysts are C(C)(=O)[O-].[Pd+2].C(C)(=O)[O-] (palladium acetate). Run in CN(C)C=O (DMF), C(CC)#N (proprionitrile). Conditions: temperature 100 celsius, time 20 hour. Product: NC1=CC=C(C=N1)/C=C/C(=O)OC(C)(C)C (tert-Butyl(2E)-3-(6-aminopyridin-3-yl)acrylate). The yield is 99.7%. RXN SMILES: [NH2:1][C:2]1[CH:7]=[CH:6][C:5](Br)=[CH:4][N:3]=1.CCN(C(C)C)C(C)C.[C:18]([O:22][C:23]([CH3:26])([CH3:25])[CH3:24])(=[O:21])[CH:19]=[CH2:20].C1(C)C=CC=CC=1P(C1C=CC=CC=1C)C1C=CC=CC=1C>CN(C=O)C.C(#N)CC.C([O-])(=O)C.[Pd+2].C([O-])(=O)C>[NH2:1][C:2]1[N:3]=[CH:4][C:5](/[CH:20]=[CH:19]/[C:18]([O:22][C:23]([CH3:26])([CH3:25])[CH3:24])=[O:21])=[CH:6][CH:7]=1 |f:6.7.8|. Procedure details: To a solution of 2-amino-5-bromopyridine (300 mg, 1.73 mmol) in DMF (1.5 mL) and proprionitrile (3.5 mL) under Argon were added DIPEA (613 μL, 3.71 mmol), tert-butyl acrylate (1.02 mL, 7.06 mmol), tri(o-tolyl)phosphine (106 mg, 0.35 mmol) and palladium acetate (39 mg, 0.17 mmol). The mixture was stirred at 100° C. for 20 h, then allowed to come back to room temperature, filtered through Celite pad and rinsed with EtOAc. The residue obtained after concentration was purified by flash chromatograph...